From a dataset of the Open Reaction Database (ORD), a public repository of structured organic reaction records. describe an organic reaction: reactants, conditions, products, and yield Reactants: CCOC(=O)C(C)n1ccc2cc(OCc3ccccc3)ccc21, C1CCOC1, CC(C)[N-]C(C)C, CI, [Li+]. Product: CCOC(=O)C(C)(C)n1ccc2cc(OCc3ccccc3)ccc21. RXN SMILES: [CH2:1]([CH3:2])[O:3][C:4]([CH:5]([CH3:6])[n:7]1[cH:8][cH:9][c:10]2[cH:11][c:12]([O:16][CH2:17][c:18]3[cH:19][cH:20][cH:21][cH:22][cH:23]3)[cH:13][cH:14][c:15]12)=[O:24].[CH2:35]1[O:36][CH2:37][CH2:38][CH2:39]1.[CH3:26][CH:27]([N-:28][CH:29]([CH3:30])[CH3:31])[CH3:32].[CH3:33][I:34].[Li+:25]>>[CH2:1]([CH3:2])[O:3][C:4]([C:5]([CH3:6])([n:7]1[cH:8][cH:9][c:10]2[cH:11][c:12]([O:16][CH2:17][c:18]3[cH:19][cH:20][cH:21][cH:22][cH:23]3)[cH:13][cH:14][c:15]12)[CH3:26])=[O:24]. RXN SMILES: [CH3:2][O:3][c:4]1[cH:5][cH:6][c:7](-[c:10]2[cH:11][c:12]([C:25]([F:26])([F:27])[F:28])[n:13][n:14]2-[c:15]2[cH:16][cH:17][c:18]([O:19][CH2:20][CH2:21][NH2:22])[cH:23][cH:24]2)[cH:8][cH:9]1.[CH3:34][CH2:35][OH:36].[ClH:1].[Na:29][O:30][C:31]#[N:32].[OH2:33]>>[CH3:2][O:3][c:4]1[cH:5][cH:6][c:7](-[c:10]2[cH:11][c:12]([C:25]([F:26])([F:27])[F:28])[n:13][n:14]2-[c:15]2[cH:16][cH:17][c:18]([O:19][CH2:20][CH2:21][NH:22][C:31](=[O:30])[NH2:32])[cH:23][cH:24]2)[cH:8][cH:9]1. The product is COc1ccc(-c2cc(C(F)(F)F)nn2-c2ccc(OCCNC(N)=O)cc2)cc1. The reactants are COc1ccc(-c2cc(C(F)(F)F)nn2-c2ccc(OCCN)cc2)cc1, CCO, Cl, N#CO[Na], O. Starting materials: FC(C=1C=C(C=CC1)P(C1=CC(=CC=C1)C(F)(F)F)C1=CC(=CC=C1)C(F)(F)F)(F)F (tris(3-trifluoromethylphenyl)phosphine), CI (methyl iodide). Product: [I-].C[P+](C1=CC(=CC=C1)C(F)(F)F)(C1=CC(=CC=C1)C(F)(F)F)C1=CC(=CC=C1)C(F)(F)F (methyltris(3-trifluoromethylphenyl)phosphonium iodide). Isolated yield 82.5%. Reaction SMILES: [F:1][C:2]([F:31])([F:30])[C:3]1[CH:4]=[C:5]([P:9]([C:20]2[CH:25]=[CH:24][CH:23]=[C:22]([C:26]([F:29])([F:28])[F:27])[CH:21]=2)[C:10]2[CH:15]=[CH:14][CH:13]=[C:12]([C:16]([F:19])([F:18])[F:17])[CH:11]=2)[CH:6]=[CH:7][CH:8]=1.[CH3:32][I:33]>>[I-:33].[CH3:32][P+:9]([C:5]1[CH:6]=[CH:7][CH:8]=[C:3]([C:2]([F:1])([F:30])[F:31])[CH:4]=1)([C:20]1[CH:25]=[CH:24][CH:23]=[C:22]([C:26]([F:29])([F:27])[F:28])[CH:21]=1)[C:10]1[CH:15]=[CH:14][CH:13]=[C:12]([C:16]([F:18])([F:19])[F:17])[CH:11]=1 |f:2.3|. Reported procedure: Starting from 2.39 g (5.13 mmol) of tris(3-trifluoromethylphenyl)phosphine and 1.10 g (7.75 mmol, 1.51 eq) of methyl iodide, 2.57 g (4.23 mmol, 82.4%) of methyltris(3-trifluoromethylphenyl)phosphonium iodide was obtained: mp 225.1°-229.3° C. (dec).